From a dataset of the Open Reaction Database (ORD), a public repository of structured organic reaction records. describe an organic reaction: reactants, conditions, products, and yield The reactants are COC(=O)C=1C(=CC(=CC1)OC)C1=CC=C(C=C1)C(F)(F)F (5-Methoxy-4′-trifluoromethyl-biphenyl-2-carboxylic acid methyl ester), [OH-].[Na+] (NaOH). Run in O (water), CCO (EtOH). Yields the product COC1=CC=C(C(=C1)C1=CC=C(C=C1)C(F)(F)F)C(=O)O (5-Methoxy-4′-trifluoromethyl-biphenyl-2-carboxylic Acid). Yield: 95.4%. RXN SMILES: C[O:2][C:3]([C:5]1[C:6]([C:13]2[CH:18]=[CH:17][C:16]([C:19]([F:22])([F:21])[F:20])=[CH:15][CH:14]=2)=[CH:7][C:8]([O:11][CH3:12])=[CH:9][CH:10]=1)=[O:4].[OH-].[Na+]>CCO.O>[CH3:12][O:11][C:8]1[CH:7]=[C:6]([C:13]2[CH:14]=[CH:15][C:16]([C:19]([F:22])([F:21])[F:20])=[CH:17][CH:18]=2)[C:5]([C:3]([OH:4])=[O:2])=[CH:10][CH:9]=1 |f:1.2|. Reported procedure: 5-Methoxy-4′-trifluoromethyl-biphenyl-2-carboxylic acid methyl ester (5.6 g) was placed in suspension in EtOH (80 mL) and a solution of NaOH (2.9 g) in water (40 mL) was added. The mixture was stirred under reflux for 2 hours and EtOH was evaporated under reduced pressure. The aqueous layer was then acidified with concentrated HCl and the resulting solid which formed was filtered, washed with water and dried to give the title compound (5.1 g) as white crystals. m.p.: 232-234° C.